Dataset: the Open Reaction Database (ORD), a public repository of structured organic reaction records. Task: describe an organic reaction: reactants, conditions, products, and yield Starting materials: CCCOC1CCC(N2CCC(N)CC2)CC1, CN(C)C=O, O=[N+]([O-])c1ccc(C2CC2)cc1F, CCN(C(C)C)C(C)C, Cl, Cl. Yields the product CCCOC1CCC(N2CCC(Nc3cc(C4CC4)ccc3[N+](=O)[O-])CC2)CC1. RXN SMILES: [CH2:16]([CH2:17][CH3:18])[O:19][CH:20]1[CH2:21][CH2:22][CH:23]([N:26]2[CH2:27][CH2:28][CH:29]([NH2:32])[CH2:30][CH2:31]2)[CH2:24][CH2:25]1.[CH3:42][N:43]([CH3:44])[CH:45]=[O:46].[CH:1]1([c:4]2[cH:5][c:6]([F:13])[c:7]([N+:10](=[O:11])[O-:12])[cH:8][cH:9]2)[CH2:2][CH2:3]1.[CH:33]([N:34]([CH:35]([CH3:36])[CH3:37])[CH2:38][CH3:39])([CH3:40])[CH3:41].[ClH:14].[ClH:15]>>[CH:1]1([c:4]2[cH:5][c:6]([NH:32][CH:29]3[CH2:28][CH2:27][N:26]([CH:23]4[CH2:22][CH2:21][CH:20]([O:19][CH2:16][CH2:17][CH3:18])[CH2:25][CH2:24]4)[CH2:31][CH2:30]3)[c:7]([N+:10](=[O:11])[O-:12])[cH:8][cH:9]2)[CH2:2][CH2:3]1. Reactants: Cc1cc(Cl)cc(CBr)c1, CCO, N#C[K]. The product is Cc1cc(Cl)cc(CC#N)c1. As a reaction SMILES: [Br:4][CH2:5][c:6]1[cH:7][c:8]([Cl:13])[cH:9][c:10]([CH3:12])[cH:11]1.[CH3:14][CH2:15][OH:16].[K:1][C:2]#[N:3]>>[C:2](#[N:3])[CH2:5][c:6]1[cH:7][c:8]([Cl:13])[cH:9][c:10]([CH3:12])[cH:11]1. The product is CCOC(=O)COC1CCN(C(=O)c2c(-c3ccc(C(C)(C)C)cc3)n(C)n(-c3ccc(C(=N)N)cc3)c2=O)CC1, Cl. Reaction SMILES: [C:2]([CH3:3])([CH3:4])([CH3:5])[c:6]1[cH:7][cH:8][c:9](-[c:12]2[n:13]([CH3:41])[n:14](-[c:33]3[cH:34][cH:35][c:36]([C:39]#[N:40])[cH:37][cH:38]3)[c:15](=[O:32])[c:16]2[C:17](=[O:18])[N:19]2[CH2:20][CH2:21][CH:22]([O:25][CH2:26][C:27](=[O:28])[O:29][CH2:30][CH3:31])[CH2:23][CH2:24]2)[cH:10][cH:11]1.[C:42](=[O:43])([O-:44])[O-:45].[CH3:48][CH2:49][OH:50].[ClH:1].[NH4+:46].[NH4+:47]>>[C:2]([CH3:3])([CH3:4])([CH3:5])[c:6]1[cH:7][cH:8][c:9](-[c:12]2[n:13]([CH3:41])[n:14](-[c:33]3[cH:34][cH:35][c:36]([C:39]([NH2:40])=[NH:46])[cH:37][cH:38]3)[c:15](=[O:32])[c:16]2[C:17](=[O:18])[N:19]2[CH2:20][CH2:21][CH:22]([O:25][CH2:26][C:27](=[O:28])[O:29][CH2:30][CH3:31])[CH2:23][CH2:24]2)[cH:10][cH:11]1.[ClH:1]. Reactants: CCOC(=O)COC1CCN(C(=O)c2c(-c3ccc(C(C)(C)C)cc3)n(C)n(-c3ccc(C#N)cc3)c2=O)CC1, O=C([O-])[O-], CCO, Cl, [NH4+], [NH4+].